From a dataset of the Open Reaction Database (ORD), a public repository of structured organic reaction records. describe an organic reaction: reactants, conditions, products, and yield Reactants: ClC=1SC(=C(N1)C(F)(F)F)C(=O)O (2-chloro-4-trifluoromethyl-5-thiazolecarboxylic acid), C(C#C)Br (propargyl bromide), C(C)(C)NC(C)C (diisopropylamine). Run in C(Cl)Cl (methylene chloride). Product: ClC=1SC(=C(N1)C(F)(F)F)C(=O)OCC#C (propargyl 2-chloro-4-trifluoromethyl-5-thiazolecarboxylate). Reaction SMILES: [Cl:1][C:2]1[S:3][C:4]([C:11]([OH:13])=[O:12])=[C:5]([C:7]([F:10])([F:9])[F:8])[N:6]=1.[CH2:14](Br)[C:15]#[CH:16].C(NC(C)C)(C)C>C(Cl)Cl>[Cl:1][C:2]1[S:3][C:4]([C:11]([O:13][CH2:16][C:15]#[CH:14])=[O:12])=[C:5]([C:7]([F:8])([F:10])[F:9])[N:6]=1. Procedure details: A mixture of 4.63 g (0.02 mole) of 2-chloro-4-trifluoromethyl-5-thiazolecarboxylic acid, 2.42 g (0.02 mole) of propargyl bromide, 2.59 g (0.02 mole) of diisopropylamine, and 50 ml. of methylene chloride was stirred for 16 hours. The methylene chloride solution was washed successively with diluted hydrochloric acid and saturated sodium bicarbonate, dried (MgSO4) and concentrated under reduced pressure. The residue was Kugelrohr distilled to give propargyl 2-chloro-4-trifluoromethyl-5-thiazolecarb... Reactants: [BH4-].[Na+] (Sodium borohydride), C(C=C)C1=CC=2C(=COC2)C=C1 (5-allyl-2-benzofuran), O=[O+][O-] (ozone), C1CCOC1 (THF). The solvent is CO (methanol). The product is OCCC1=CC2=C(C(OC2)=O)C=C1 (5-(2-Hydroxyethyl)-2-benzofuran-1(3H)-one). Reaction SMILES: C([C:4]1C=C[C:7]2=[CH:8][O:9][CH:10]=[C:6]2[CH:5]=1)C=C.[CH2:13]1[CH2:17][O:16][CH2:15][CH2:14]1.[O:18]=[O+][O-].[BH4-].[Na+]>CO>[OH:9][CH2:8][CH2:7][C:6]1[CH:5]=[CH:4][C:14]2[C:15](=[O:18])[O:16][CH2:17][C:13]=2[CH:10]=1 |f:3.4|. Procedure details: 5-allyl-2-benzofuran-1(3H-one (1.53 g, 8.78 mmol) was dissolved in methanol (30 mL). THF was added to solubilize the starting material. The resulting mixture was cooled in a dry ice acetone bath (−78° C.) and ozone was bubbled into the reaction until the color of the mixture changed to orange. Nitrogen was bubbled into the reaction for one minute to remove the excess ozone. Sodium borohydride (0.65 g, 2.9 mmol) was added at −78° C., and the reaction mixture was allowed to warm to ambient tempera... Starting materials: C(C)(C)(C)OC(=O)N1CCC(CC1)C=O (4-Formyl-piperidine-1-carboxylic Acid Tert-butyl Ester), N1CCCC1 (pyrrolidine), [OH-].[Na+] (NaOH), C(C)(=O)O[BH-](OC(C)=O)OC(C)=O.[Na+] (sodium triacetoxyborohydride). Run in C(Cl)Cl (DCM). Reaction conditions: time 8 hour. The product is C(C)(C)(C)OC(=O)N1CCC(CC1)CN1CCCC1 (4-Pyrrolidin-1-ylmethyl-piperidine-1-carboxylic Acid Tert-butyl Ester). The yield is 95.4%. RXN SMILES: [C:1]([O:5][C:6]([N:8]1[CH2:13][CH2:12][CH:11]([CH:14]=O)[CH2:10][CH2:9]1)=[O:7])([CH3:4])([CH3:3])[CH3:2].[NH:16]1[CH2:20][CH2:19][CH2:18][CH2:17]1.C(O[BH-](OC(=O)C)OC(=O)C)(=O)C.[Na+].[OH-].[Na+]>C(Cl)Cl>[C:1]([O:5][C:6]([N:8]1[CH2:13][CH2:12][CH:11]([CH2:14][N:16]2[CH2:20][CH2:19][CH2:18][CH2:17]2)[CH2:10][CH2:9]1)=[O:7])([CH3:4])([CH3:3])[CH3:2] |f:2.3,4.5|. Procedure details: To a solution of the product of Example 2 (2.0 g) in DCM (40 mL) was added pyrrolidine (1.0 g) followed by sodium triacetoxyborohydride (2.8 g). The resulting mixture was stirred overnight, and treated with 10% NaOH (20 mL). The resulting mixture was extracted with DCM (300 mL). The combined extracts were washed with water (50 mL) and brine (50 mL), dried (MgSO4), and concentrated under reduced pressure to give the title compound as a light pink-brown oil (2.4 g). Starting materials: [BH4-], [BH3-]C#N, CO, CC(=O)O, Cl, [Na+], [Na+], [OH-], CN1CCC2(c3ccccc3)CC1OC2(C)C. The product is CN1CCC(c2ccccc2)(C(C)(C)O)CC1. As a reaction SMILES: [BH4-:22].[C:18]([BH3-:19])#[N:20].[CH3:26][OH:27].[CH3:28][C:29](=[O:30])[OH:31].[ClH:23].[Na+:21].[Na+:25].[OH-:24].[c:1]1([C:7]23[CH2:8][CH2:9][N:10]([CH3:17])[CH:11]([O:12][C:13]2([CH3:14])[CH3:15])[CH2:16]3)[cH:2][cH:3][cH:4][cH:5][cH:6]1>>[c:1]1([C:7]2([C:13]([OH:12])([CH3:14])[CH3:15])[CH2:8][CH2:9][N:10]([CH3:17])[CH2:11][CH2:16]2)[cH:2][cH:3][cH:4][cH:5][cH:6]1. Starting materials: OCc1cccc(Nc2nccc(-c3ccc(Br)s3)n2)c1, O=[Mn]=O. The product is O=Cc1cccc(Nc2nccc(-c3ccc(Br)s3)n2)c1. As a reaction SMILES: [Br:1][c:2]1[cH:3][cH:4][c:5](-[c:7]2[n:8][c:9]([NH:13][c:14]3[cH:15][c:16]([CH2:20][OH:21])[cH:17][cH:18][cH:19]3)[n:10][cH:11][cH:12]2)[s:6]1.[O:22]=[Mn:23]=[O:24]>>[Br:1][c:2]1[cH:3][cH:4][c:5](-[c:7]2[n:8][c:9]([NH:13][c:14]3[cH:15][c:16]([CH:20]=[O:21])[cH:17][cH:18][cH:19]3)[n:10][cH:11][cH:12]2)[s:6]1. Starting materials: C1CSCCN1, CCCCO, O=[N+]([O-])c1ccc(Cl)cc1. The product is O=[N+]([O-])c1ccc(N2CCSCC2)cc1. As a reaction SMILES: [CH2:11]1[CH2:12][S:13][CH2:14][CH2:15][NH:16]1.[CH2:17]([OH:18])[CH2:19][CH2:20][CH3:21].[Cl:1][c:2]1[cH:3][cH:4][c:5]([N+:8](=[O:9])[O-:10])[cH:6][cH:7]1>>[c:2]1([N:16]2[CH2:11][CH2:12][S:13][CH2:14][CH2:15]2)[cH:3][cH:4][c:5]([N+:8](=[O:9])[O-:10])[cH:6][cH:7]1.